Dataset: the Open Reaction Database (ORD), a public repository of structured organic reaction records. Task: describe an organic reaction: reactants, conditions, products, and yield Reactants: [N+](=O)([O-])C1=C2C=CC(=NC2=CC=C1)Cl (5-nitro-2-chloroquinoline), CC1=CC=C(O1)CN (5-methyl-2-furanmethanamine), CC=1N=CNC1C=O (4-methylimidazole-5-carbaldehyde). Yields the product CC1=CC=C(O1)CNC1=NC=2C=CC=C(C2C=C1)NCC=1N=CNC1C (N2-(5-Methyl-furan-2-ylmethyl)-N5-(5-methyl-1H-imidazol-4-ylmethyl)-quinoline-2,5-diamine). RXN SMILES: [N+:1]([C:4]1[CH:13]=[CH:12][CH:11]=[C:10]2[C:5]=1[CH:6]=[CH:7][C:8](Cl)=[N:9]2)([O-])=O.[CH3:15][C:16]1[O:20][C:19]([CH2:21][NH2:22])=[CH:18][CH:17]=1.[CH3:23][C:24]1[N:25]=[CH:26][NH:27][C:28]=1[CH:29]=O>>[CH3:15][C:16]1[O:20][C:19]([CH2:21][NH:22][C:8]2[CH:7]=[CH:6][C:5]3[C:4]([NH:1][CH2:23][C:24]4[N:25]=[CH:26][NH:27][C:28]=4[CH3:29])=[CH:13][CH:12]=[CH:11][C:10]=3[N:9]=2)=[CH:18][CH:17]=1. Procedure: The title compound, MS: m/e=348.5 (M+H+), was prepared from 5-nitro-2-chloroquinoline, 5-methyl-2-furanmethanamine and 4-methylimidazole-5-carbaldehyde as described in example 26.